This data is from the Open Reaction Database (ORD), a public repository of structured organic reaction records. The task is: describe an organic reaction: reactants, conditions, products, and yield Starting materials: C(C)(C)(C)OC(=O)N1CC2CN(CC2C1)CC1=CC=2N=C(N=C(C2S1)N1CCOCC1)Cl (5-(2-chloro-4-morpholin-4-yl-thieno[3,2-d]pyrimidin-6-ylmethyl)-hexahydro-pyrrolo[3,4-c]pyrrole-2-carboxylic acid tert-butyl ester), Cl.C(C)(C)(C)OC(=O)N1CC2(CC1)CCNCC2 (2,8-diaza-spiro[4.5]decane-2-carboxylic acid tert-butyl ester hydrochloride). Yields the product C(C)(C)(C)OC(=O)N1CC2(CC1)CCN(CC2)CC2=CC=1N=C(N=C(C1S2)N2CCOCC2)Cl (8-(2-Chloro-4-morpholin-4-yl-thieno[3,2-d]pyrimidin-6-ylmethyl)-2,8-diaza-spiro[4.5]decane-2-carboxylic acid tert-butyl ester), solid. Yield: 71.0%. Reaction SMILES: C(OC(N1CC2C(C[N:12]([CH2:16][C:17]3[S:25][C:24]4[C:23]([N:26]5[CH2:31][CH2:30][O:29][CH2:28][CH2:27]5)=[N:22][C:21]([Cl:32])=[N:20][C:19]=4[CH:18]=3)[CH2:13]2)C1)=O)(C)(C)C.Cl.[C:34]([O:38][C:39]([N:41]1[CH2:45][CH2:44][C:43]2([CH2:50]CN[CH2:47][CH2:46]2)[CH2:42]1)=[O:40])([CH3:37])([CH3:36])[CH3:35]>>[C:34]([O:38][C:39]([N:41]1[CH2:45][CH2:44][C:43]2([CH2:46][CH2:47][N:12]([CH2:16][C:17]3[S:25][C:24]4[C:23]([N:26]5[CH2:27][CH2:28][O:29][CH2:30][CH2:31]5)=[N:22][C:21]([Cl:32])=[N:20][C:19]=4[CH:18]=3)[CH2:13][CH2:50]2)[CH2:42]1)=[O:40])([CH3:37])([CH3:36])[CH3:35] |f:1.2|. Reported procedure: Prepared according to the method used in the preparation of 5-(2-chloro-4-morpholin-4-yl-thieno[3,2-d]pyrimidin-6-ylmethyl)-hexahydro-pyrrolo[3,4-c]pyrrole-2-carboxylic acid tert-butyl ester using 2,8-diaza-spiro[4.5]decane-2-carboxylic acid tert-butyl ester hydrochloride in place of hexahydro-pyrrolo[3,4-c]pyrrole-2-carboxylic acid tert-butyl ester. The title compound was obtained as a tan solid (104 mg, 71%).